Dataset: the Open Reaction Database (ORD), a public repository of structured organic reaction records. Task: describe an organic reaction: reactants, conditions, products, and yield Reactants: FC=1C=C(C=CC1C(F)(F)F)C1=NC=2N(C(=C1)C(F)(F)F)N=CC2C(=O)O (5-(3-fluoro-4-trifluoromethyl-phenyl)-7-trifluoromethyl-pyrazolo[1,5-a]pyrimidine-3-carboxylic acid), NC1=NC=C(C=N1)C(=N)NO (2-amino-N-hydroxy-pyrimidine-5-carboxamidine). Product: FC=1C=C(C=CC1C(F)(F)F)C1=NC=2N(C(=C1)C(F)(F)F)N=CC2C2=NC(=NO2)C=2C=NC(=NC2)N (5-{5-[5-(3-Fluoro-4-trifluoromethyl-phenyl)-7-trifluoromethyl-pyrazolo[1,5-a]pyrimidin-3-yl]-[1,2,4]oxadiazol-3-yl}-pyrimidin-2-ylamine). RXN SMILES: [F:1][C:2]1[CH:3]=[C:4]([C:12]2[CH:17]=[C:16]([C:18]([F:21])([F:20])[F:19])[N:15]3[N:22]=[CH:23][C:24]([C:25]([OH:27])=O)=[C:14]3[N:13]=2)[CH:5]=[CH:6][C:7]=1[C:8]([F:11])([F:10])[F:9].[NH2:28][C:29]1[N:34]=[CH:33][C:32]([C:35]([NH:37]O)=[NH:36])=[CH:31][N:30]=1>>[F:1][C:2]1[CH:3]=[C:4]([C:12]2[CH:17]=[C:16]([C:18]([F:20])([F:21])[F:19])[N:15]3[N:22]=[CH:23][C:24]([C:25]4[O:27][N:37]=[C:35]([C:32]5[CH:31]=[N:30][C:29]([NH2:28])=[N:34][CH:33]=5)[N:36]=4)=[C:14]3[N:13]=2)[CH:5]=[CH:6][C:7]=1[C:8]([F:11])([F:10])[F:9]. Procedure: The title compound was prepared from 5-(3-fluoro-4-trifluoromethyl-phenyl)-7-trifluoromethyl-pyrazolo[1,5-a]pyrimidine-3-carboxylic acid (example C.18) (197 mg, 0.5 mmol) and 2-amino-N-hydroxy-pyrimidine-5-carboxamidine (example B.5) (115 mg, 0.75 mmol) according to general procedure II. Obtained after flash chromatography on silica gel (ethyl acetate/heptane) and further purification by crystallization (dichloromethane/hexane) as a yellow solid (130 mg, 51%). MS (EI) 510.1 [(M)+]; mp 270° C. The reactants are Cc1nc(CCl)cs1, CN1C(=O)CCNc2nc(Cl)ncc21, [H-], [Na+]. The product is Cc1nc(CN2CCC(=O)N(C)c3cnc(Cl)nc32)cs1. RXN SMILES: [Cl:17][CH2:18][c:19]1[n:20][c:21]([CH3:24])[s:22][cH:23]1.[Cl:3][c:4]1[n:5][cH:6][c:7]2[c:13]([n:14]1)[NH:12][CH2:11][CH2:10][C:9](=[O:15])[N:8]2[CH3:16].[H-:1].[Na+:2]>>[Cl:3][c:4]1[n:5][cH:6][c:7]2[c:13]([n:14]1)[N:12]([CH2:18][c:19]1[n:20][c:21]([CH3:24])[s:22][cH:23]1)[CH2:11][CH2:10][C:9](=[O:15])[N:8]2[CH3:16]. Starting materials: CC(=O)[O-], CCO, [Cl-], Cc1ccccc1C(=O)C(F)(F)F, [Na+], O, [NH3+]O. Yields the product Cc1ccccc1C(=NO)C(F)(F)F. As a reaction SMILES: [CH3:18][C:19](=[O:20])[O-:21].[CH3:22][CH2:23][OH:24].[Cl-:14].[F:1][C:2]([C:3](=[O:4])[c:5]1[c:6]([CH3:11])[cH:7][cH:8][cH:9][cH:10]1)([F:12])[F:13].[Na+:17].[OH2:25].[OH:15][NH3+:16]>>[F:1][C:2]([C:3]([c:5]1[c:6]([CH3:11])[cH:7][cH:8][cH:9][cH:10]1)=[N:16][OH:15])([F:12])[F:13]. Starting materials: CS(=O)(=O)N1CCC2C(CC1)O2 (1-methanesulphonyl-hexahydro-4,5-epoxy-1H-azepine), CC1=C(C=CC=C1C)O (2,3-dimethyl-phenol), [OH-].[Na+] (sodium hydroxide). Run in C(C)#N (acetonitrile). Product: O[C@@H]1CCN(CC[C@H]1OC1=C(C(=CC=C1)C)C)S(=O)(=O)C (trans-4-hydroxy-5-(2,3-dimethylphenoxy)-1-methanesulphonyl-hexahydro-1H-azepine). Reaction SMILES: [CH3:1][S:2]([N:5]1[CH2:11][CH2:10][CH:9]2[O:12][CH:8]2[CH2:7][CH2:6]1)(=[O:4])=[O:3].[CH3:13][C:14]1[C:19]([CH3:20])=[CH:18][CH:17]=[CH:16][C:15]=1[OH:21].[OH-].[Na+]>C(#N)C>[OH:12][C@H:8]1[C@H:9]([O:21][C:15]2[CH:16]=[CH:17][CH:18]=[C:19]([CH3:20])[C:14]=2[CH3:13])[CH2:10][CH2:11][N:5]([S:2]([CH3:1])(=[O:4])=[O:3])[CH2:6][CH2:7]1 |f:2.3|. Procedure: 7.0 g (0.036 mol) of 1-methanesulphonyl-hexahydro-4,5-epoxy-1H-azepine are dissolved, together with 8.9 g (0.073 mol) of 2,3-dimethyl-phenol, with 36.6 ml of 2 N sodium hydroxide solution (0.013 mol) in 200 ml of acetonitrile. The reaction mixture is heated under reflux for 5 days, then cooled to room temperature and concentrated under a water pump vacuum. The residue is then dissolved in 200 ml of methylene chloride and the organic phase is washed with three times 100 ml of 2 N sodium hydroxide... Reactants: FCC(CN(C(OCC)=O)CC=O)=C (ethyl N-(2-fluoromethylallyl) -N-(2-oxoethyl)-carbamate), O (water), N(C)CC(=O)O (sarcosine). Solvent: C1(=CC=CC=C1)C (toluene). Yields the product FCC12CCN(C2CN(C1)C(=O)OCC)C (Ethyl 5-fluoromethyl-2-methyl-2,7-diazabicyclo -[3.3.0]octane-7-carboxylate). Reaction SMILES: [F:1][CH2:2][C:3](=[CH2:14])[CH2:4][N:5]([CH2:11][CH:12]=O)[C:6](=[O:10])[O:7][CH2:8][CH3:9].O.[NH:16]([CH2:18]C(O)=O)[CH3:17]>C1(C)C=CC=CC=1>[F:1][CH2:2][C:3]12[CH2:4][N:5]([C:6]([O:7][CH2:8][CH3:9])=[O:10])[CH2:11][CH:12]1[N:16]([CH3:18])[CH2:17][CH2:14]2. Procedure details: 9.1 g (43 mmol) of ethyl N-(2-fluoromethylallyl) -N-(2-oxoethyl)-carbamate are heated under reflux overnight in a water separator with 3.9 g (43 mmol) of powdered sarcosine in 170 ml of toluene. The mixture is concentrated and the residue is distilled. Reported procedure: A solution of 6-(benzylthio)-1-(2-methoxy-4-(trifluoromethyl)phenyl)phthalazine 2 (0.340 g, 0.797 mmol) in 20 mL of MeCN, 0.75 mL of acetic acid, and 0.5 mL of water (20/0.75/0.5 ratio) was cooled to 0° C. and was treated with 1,3-dichloro-5,5-dimethylimidazolidine-2,4-dione (0.314 g, 1.595 mmol). After stirring for one hour, LC/MS showed mostly product, so the reaction mixture was diluted with DCM and was treated with MgSO4. After stirring for 10 minutes, the reaction mixture was filtered and c... The yield is 62.3%. Product: COC1=C(C=CC(=C1)C(F)(F)F)C1=NN=CC2=CC(=CC=C12)S(=O)(=O)Cl (1-(2-methoxy-4-(trifluoromethyl)phenyl)phthalazine-6-sulfonyl chloride). As a reaction SMILES: C(S[C:9]1[CH:10]=[C:11]2[C:16](=[CH:17][CH:18]=1)[C:15]([C:19]1[CH:24]=[CH:23][C:22]([C:25]([F:28])([F:27])[F:26])=[CH:21][C:20]=1[O:29][CH3:30])=[N:14][N:13]=[CH:12]2)C1C=CC=CC=1.O.[Cl:32]N1C(C)(C)C(=O)N(Cl)C1=O.[O-:43][S:44]([O-:47])(=O)=O.[Mg+2]>CC#N.C(O)(=O)C.C(Cl)Cl>[CH3:30][O:29][C:20]1[CH:21]=[C:22]([C:25]([F:26])([F:28])[F:27])[CH:23]=[CH:24][C:19]=1[C:15]1[C:16]2[C:11](=[CH:10][C:9]([S:44]([Cl:32])(=[O:47])=[O:43])=[CH:18][CH:17]=2)[CH:12]=[N:13][N:14]=1 |f:3.4|. The reactants are C(C1=CC=CC=C1)SC=1C=C2C=NN=C(C2=CC1)C1=C(C=C(C=C1)C(F)(F)F)OC (6-(benzylthio)-1-(2-methoxy-4-(trifluoromethyl)phenyl)phthalazine), O (water), [O-]S(=O)(=O)[O-].[Mg+2] (MgSO4), ClN1C(N(C(C1(C)C)=O)Cl)=O (1,3-dichloro-5,5-dimethylimidazolidine-2,4-dione). Conditions: time 1 hour. The solvent is CC#N (MeCN), C(C)(=O)O (acetic acid), C(Cl)Cl (DCM).